From a dataset of the Open Reaction Database (ORD), a public repository of structured organic reaction records. describe an organic reaction: reactants, conditions, products, and yield The reactants are NC(C#N)(CCOCC1=CC=CC=C1)C (rac-2-Amino-4-(benzyloxy)-2-methylbutanonitrile), [H-].[Al+3].[Li+].[H-].[H-].[H-] (lithium aluminium hydride), O (water), [OH-].[Na+] (sodium hydroxide), O (water). Run in C1CCOC1 (THF). Reaction conditions: temperature 0 celsius, time 30 minute. The product is C(C1=CC=CC=C1)OCCC(CN)(N)C (rac-4-(Benzyloxy)-2-methylbutane-1,2-diamine). Isolated yield 58.8%. RXN SMILES: [NH2:1][C:2]([CH3:15])([CH2:5][CH2:6][O:7][CH2:8][C:9]1[CH:14]=[CH:13][CH:12]=[CH:11][CH:10]=1)[C:3]#[N:4].[H-].[Al+3].[Li+].[H-].[H-].[H-].O.[OH-].[Na+]>C1COCC1>[CH2:8]([O:7][CH2:6][CH2:5][C:2]([CH3:15])([NH2:1])[CH2:3][NH2:4])[C:9]1[CH:14]=[CH:13][CH:12]=[CH:11][CH:10]=1 |f:1.2.3.4.5.6,8.9|. Reported procedure: 0.5 g (2.45 mmol) of rac-2-amino-4-(benzyloxy)-2-methylbutanonitrile from Example 32A in 25 ml of dry THF were admixed under argon at 0° C. with 1.59 ml (1.59 mmol) of lithium aluminium hydride (1 N solution in diethyl ether). The reaction solution was first stirred at 0° C. for 30 min and then stirred for 1 h, gradually coming to room temperature. Then 245 μl of water, 245 μl of 2 N aqueous sodium hydroxide solution and 490 μl of water were added cautiously. The precipitate was filtered off and... The reagents and catalysts are Cl[Pd]([P](C1=CC=CC=C1)(C2=CC=CC=C2)C3=CC=CC=C3)([P](C4=CC=CC=C4)(C5=CC=CC=C5)C6=CC=CC=C6)Cl (Pd(PPh3)2Cl2). Reaction SMILES: [NH2:1][C:2]1[C:11]2[N:12]=[C:13]([CH2:22][OH:23])[N:14]([CH2:15][CH:16]3[CH2:21][CH2:20][O:19][CH2:18][CH2:17]3)[C:10]=2[C:9]2[CH:8]=[CH:7][C:6](Br)=[CH:5][C:4]=2[N:3]=1.[N:25]1([C:30]([C:32]2[CH:33]=[C:34](B(O)O)[CH:35]=[CH:36][CH:37]=2)=[O:31])[CH2:29][CH2:28][CH2:27][CH2:26]1.C(=O)([O-])[O-].[K+].[K+].C(COC)OC>O.C(#N)C.Cl[Pd](Cl)([P](C1C=CC=CC=1)(C1C=CC=CC=1)C1C=CC=CC=1)[P](C1C=CC=CC=1)(C1C=CC=CC=1)C1C=CC=CC=1>[NH2:1][C:2]1[C:11]2[N:12]=[C:13]([CH2:22][OH:23])[N:14]([CH2:15][CH:16]3[CH2:21][CH2:20][O:19][CH2:18][CH2:17]3)[C:10]=2[C:9]2[CH:8]=[CH:7][C:6]([C:36]3[CH:35]=[CH:34][CH:33]=[C:32]([C:30]([N:25]4[CH2:26][CH2:27][CH2:28][CH2:29]4)=[O:31])[CH:37]=3)=[CH:5][C:4]=2[N:3]=1 |f:2.3.4,^1:59,78|. Run in O (water), O (water), C(C)#N (acetonitrile). Reactants: NC1=NC=2C=C(C=CC2C2=C1N=C(N2CC2CCOCC2)CO)Br ([4-amino-7-bromo-1-(tetrahydro-2H-pyran-4-ylmethyl)-1H-imidazo[4,5-c]quinolin-2-yl]methanol), N1(CCCC1)C(=O)C=1C=C(C=CC1)B(O)O (3-pyrrolidinylcarbonyl phenyl boronic acid), C([O-])([O-])=O.[K+].[K+] (potassium carbonate), C(OC)COC (dimethoxyethane). Procedure: To a mixture of [4-amino-7-bromo-1-(tetrahydro-2H-pyran-4-ylmethyl)-1H-imidazo[4,5-c]quinolin-2-yl]methanol (400 mg, 1.00 mmol), 3-pyrrolidinylcarbonyl phenyl boronic acid (328 mg, 1.50 mmol), potassium carbonate (455 mg, 3.30 mmol), dimethoxyethane (4 mL), and water (2 mL) under a nitrogen atmosphere was added Pd(PPh3)2Cl2 (14 mg, 0.02 mmol). The resulting suspension was refluxed for 18 hours. The reaction was cooled to ambient temperature. The reaction mixture was diluted with water and extrac... Yield: 20.6%. Product: NC1=NC=2C=C(C=CC2C2=C1N=C(N2CC2CCOCC2)CO)C2=CC(=CC=C2)C(=O)N2CCCC2 ([4-amino-7-[3-(pyrrolidin-1-ylcarbonyl)phenyl]-1-(tetrahydro-2H-pyran-4-ylmethyl)-1H-imidazo[4,5-c]quinolin-2-yl]methanol). The reactants are [Br-], O=S(=O)(Oc1ccc2cc(C3CCN(Cc4ccccc4)CC3)ccc2c1)C(F)(F)F, C=C[Mg+]. The product is C=Cc1ccc2cc(C3CCN(Cc4ccccc4)CC3)ccc2c1. As a reaction SMILES: [Br-:32].[CH2:1]([c:2]1[cH:3][cH:4][cH:5][cH:6][cH:7]1)[N:8]1[CH2:9][CH2:10][CH:11]([c:14]2[cH:15][c:16]3[cH:17][cH:18][c:19]([O:24][S:25]([C:26]([F:27])([F:28])[F:29])(=[O:30])=[O:31])[cH:20][c:21]3[cH:22][cH:23]2)[CH2:12][CH2:13]1.[CH:33](=[CH2:34])[Mg+:35]>>[CH2:1]([c:2]1[cH:3][cH:4][cH:5][cH:6][cH:7]1)[N:8]1[CH2:9][CH2:10][CH:11]([c:14]2[cH:15][c:16]3[cH:17][cH:18][c:19]([CH:33]=[CH2:34])[cH:20][c:21]3[cH:22][cH:23]2)[CH2:12][CH2:13]1. Reactants: CCO, CSCc1c(N)c(C#N)cc(F)c1F. The product is Cc1c(N)c(C#N)cc(F)c1F. As a reaction SMILES: [CH3:15][CH2:16][OH:17].[NH2:1][c:2]1[c:3]([C:4]#[N:5])[cH:6][c:7]([F:14])[c:8]([F:13])[c:9]1[CH2:10][S:11][CH3:12]>>[NH2:1][c:2]1[c:3]([C:4]#[N:5])[cH:6][c:7]([F:14])[c:8]([F:13])[c:9]1[CH3:10]. The reactants are S(=O)([O-])[O-].[Na+].[Na+] (sodium sulfite), OO (hydrogen peroxide), [OH-].[Li+] (lithium hydroxide), C([O-])(O)=O.[Na+] (sodium bicarbonate), ClC=1C=C(C=CC1Cl)[C@H](C(=O)N1C(OC[C@@H]1C(C)C)=O)CC1OCCCC1 (3-[2(R)-(3,4-dichloro-phenyl)-3-(tetrahydro-pyran-2-yl)-propionyl]-4(S)-isopropyl-oxazolidin-2-one). Run in O1CCCC1 (tetrahydrofuran), O (water). Run at temperature 0 celsius, time 1 hour. Yields the product ClC=1C=C(C=CC1Cl)[C@H](C(=O)O)CC1OCCCC1 (2(R)-(3,4-dichloro-phenyl)-3-(tetrahydro-pyran-2-yl)-propionic acid). Isolated yield 47.8%. Reaction SMILES: [Cl:1][C:2]1[CH:3]=[C:4]([C@@H:9]([CH2:21][CH:22]2[CH2:27][CH2:26][CH2:25][CH2:24][O:23]2)[C:10](N2[C@@H](C(C)C)COC2=O)=[O:11])[CH:5]=[CH:6][C:7]=1[Cl:8].OO.[OH-].[Li+].S([O-])([O-])=[O:33].[Na+].[Na+].C(=O)(O)[O-].[Na+]>O1CCCC1.O>[Cl:1][C:2]1[CH:3]=[C:4]([C@@H:9]([CH2:21][CH:22]2[CH2:27][CH2:26][CH2:25][CH2:24][O:23]2)[C:10]([OH:11])=[O:33])[CH:5]=[CH:6][C:7]=1[Cl:8] |f:2.3,4.5.6,7.8|. Procedure: A solution of 3-[2(R)-(3,4-dichloro-phenyl)-3-(tetrahydro-pyran-2-yl)-propionyl]-4(S)-isopropyl-oxazolidin-2-one (560 mg, 1.40 mmol) in tetrahydrofuran (30 mL) and water (10 mL) cooled to 0° C. was treated with a 30% aqueous hydrogen peroxide solution (0.7 mL) and lithium hydroxide (117 mg, 2.80 mmol). The reaction was stirred at 0° C. for 1 h. At this time, the reaction was quenched with an aqueous sodium sulfite solution (0.71 g, 5.6 mmol in 4 mL) followed by the addition of a 0.5N aqueous sod... Starting materials: CC(C)([O-])C.[K+] (Potassium t-butoxide), C1(CCCCC1)N(C)C1=NCC(N(C2=C1C=CC=C2)CCC)=O (5-(N-Cyclohexyl-N-methylamino)-2-oxo-1-propyl-1,4-benzodiazepine), N(=O)OCCC(C)C (isoamyl nitrite). Run in C1(=CC=CC=C1)C (toluene). Conditions: temperature -20 celsius, time 18 hour. The product is C1(CCCCC1)N(C)C1=NC(C(N(C2=C1C=CC=C2)CCC)=O)=NO (5-(N-Cyclohexyl-N-methylamino)-3-oximino-2-oxo-1-propyl-1,4-benzodiazepine). Reaction SMILES: [CH:1]1([N:7]([C:9]2[C:15]3[CH:16]=[CH:17][CH:18]=[CH:19][C:14]=3[N:13]([CH2:20][CH2:21][CH3:22])[C:12](=[O:23])[CH2:11][N:10]=2)[CH3:8])[CH2:6][CH2:5][CH2:4][CH2:3][CH2:2]1.CC(C)([O-])C.[K+].[N:30](OCCC(C)C)=[O:31]>C1(C)C=CC=CC=1>[CH:1]1([N:7]([C:9]2[C:15]3[CH:16]=[CH:17][CH:18]=[CH:19][C:14]=3[N:13]([CH2:20][CH2:21][CH3:22])[C:12](=[O:23])[C:11](=[N:30][OH:31])[N:10]=2)[CH3:8])[CH2:6][CH2:5][CH2:4][CH2:3][CH2:2]1 |f:1.2|. Reported procedure: The product from step (A) (5 g, 0.016 mol) was dissolved in dry toluene (500 ml) and cooled to -20° C. under an atmosphere of nitrogen. Potassium t-butoxide (8.59 g, 0.080 mol) was added followed after 30 minutes by the dropwise addition of isoamyl nitrite (2.36 ml, 0.0176 mol). The reaction mixture was stirred at -20° C. for 18 hours. The reaction was quenched by the addition of water (50 ml) and the mixture was neutralized to pH 7.4 by the addition of 1M hydrochloric acid. The solvents were re... Starting materials: CCn1c(=O)c(C)cc2cnc(S(C)=O)nc21, Nc1ccccc1. Yields the product CCn1c(=O)c(C)cc2cnc(Nc3ccccc3)nc21. As a reaction SMILES: [CH2:1]([CH3:2])[n:3]1[c:4](=[O:17])[c:5]([CH3:16])[cH:6][c:7]2[c:8]1[n:9][c:10]([S:13]([CH3:14])=[O:15])[n:11][cH:12]2.[NH2:18][c:19]1[cH:20][cH:21][cH:22][cH:23][cH:24]1>>[CH2:1]([CH3:2])[n:3]1[c:4](=[O:17])[c:5]([CH3:16])[cH:6][c:7]2[c:8]1[n:9][c:10]([NH:18][c:19]1[cH:20][cH:21][cH:22][cH:23][cH:24]1)[n:11][cH:12]2. Starting materials: [Li+].[BH4-] (LiBH4), COC(CC1=CC(=C(C=C1)C#N)Br)=O (methyl(3-bromo-4-cyanophenyl)acetate), O (Water). The solvent is C1CCOC1 (THF). Reaction conditions: time 12 hour. The product is BrC1=C(C#N)C=CC(=C1)CCO (2-Bromo-4-(2-hydroxyethyl)benzonitrile). Reaction SMILES: [Li+].[BH4-].C[O:4][C:5](=O)[CH2:6][C:7]1[CH:12]=[CH:11][C:10]([C:13]#[N:14])=[C:9]([Br:15])[CH:8]=1.O>C1COCC1>[Br:15][C:9]1[CH:8]=[C:7]([CH2:6][CH2:5][OH:4])[CH:12]=[CH:11][C:10]=1[C:13]#[N:14] |f:0.1|. Procedure: LiBH4 (1.48 mL, 2.95 mmol, 2 M in THF) was added to a stirred solution of methyl(3-bromo-4-cyanophenyl)acetate (0.50 g, 2.0 mmol) in THF (25 ml) at 0° C. The resulting solution was stirred for 12 h. Water (15 ml) was added, and the resulting solution was extracted with dichloromethane (2×50 ml). The combined organic layers were dried over MgSO4, filtered, and evaporated under reduced pressure to yield the crude product as a cloudy oil. 1H NMR (500 MHz, CDCl3) δ 7.63 (s, 1H), 7.61 (d, J=5.7, 1H),...